The task is: describe an organic reaction: reactants, conditions, products, and yield. This data is from the Open Reaction Database (ORD), a public repository of structured organic reaction records. The reactants are [N+](=O)([O-])C=1C=C(C(=O)O)C=C(C1)C(F)(F)F (3-nitro-5-(trifluoromethyl)benzoic acid), CO (MeOH), OS(=O)(=O)O (H2SO4). Run at temperature 25 celsius, time 16 hour. Product: [N+](=O)([O-])C=1C=C(C(=O)OC)C=C(C1)C(F)(F)F (methyl 3-nitro-5-(trifluoromethyl)benzoate). Yield: 90.0%. As a reaction SMILES: [N+:1]([C:4]1[CH:5]=[C:6]([CH:10]=[C:11]([C:13]([F:16])([F:15])[F:14])[CH:12]=1)[C:7]([OH:9])=[O:8])([O-:3])=[O:2].OS(O)(=O)=O.[CH3:22]O>>[N+:1]([C:4]1[CH:5]=[C:6]([CH:10]=[C:11]([C:13]([F:14])([F:15])[F:16])[CH:12]=1)[C:7]([O:9][CH3:22])=[O:8])([O-:3])=[O:2]. Reported procedure: To a mixture of 3-nitro-5-(trifluoromethyl)benzoic acid (20 g, 85 mmol) in MeOH (200 mL) was added H2SO4 (12 mL, 225 mmol) at 0° C. dropwise, then the mixture was stirred for 16 h at 25° C. Then the solvent was concentrated and was adjusted pH=9 with NaHCO3 solution. The solvent was concentrated to give the residue which was extracted with DCM (200 mL×2), dried over Na2SO4, filtered, and concentrated to yield an oil of methyl 3-nitro-5-(trifluoromethyl)benzoate (20 g, 76 mmol, 90% yield): 1H NMR... The reactants are CC(C)(C)OC(=O)NC1CCC(C=O)CC1, CC(=O)O[BH-](OC(C)=O)OC(C)=O, CCCC(C)C, ClCCl, Nc1ccccc1, [Na+], [Na+], [OH-]. The product is CC(C)(C)OC(=O)NC1CCC(CNc2ccccc2)CC1. RXN SMILES: [C:1]([CH3:2])([CH3:3])([CH3:4])[O:5][C:6]([NH:7][CH:8]1[CH2:9][CH2:10][CH:11]([CH:14]=[O:15])[CH2:12][CH2:13]1)=[O:16].[C:24]([O:25][BH-:26]([O:27][C:28](=[O:29])[CH3:30])[O:31][C:32](=[O:33])[CH3:34])(=[O:35])[CH3:36].[CH3:40][CH2:41][CH2:42][CH:43]([CH3:44])[CH3:45].[Cl:46][CH2:47][Cl:48].[NH2:17][c:18]1[cH:19][cH:20][cH:21][cH:22][cH:23]1.[Na+:37].[Na+:39].[OH-:38]>>[C:1]([CH3:2])([CH3:3])([CH3:4])[O:5][C:6]([NH:7][CH:8]1[CH2:9][CH2:10][CH:11]([CH2:14][NH:17][c:18]2[cH:19][cH:20][cH:21][cH:22][cH:23]2)[CH2:12][CH2:13]1)=[O:16]. The product is tert-butyl Grignard reagent, C(C)(C)(C)[Si](Cl)(C1=CC=CC=C1)C1=CC=CC=C1 (tert-butyldiphenylchlorosilane). Reactants: C1(=CC=CC=C1)[Si](Cl)(Cl)C1=CC=CC=C1 (diphenyldichlorosilane), [Mg] (magnesium), O1CCCC1 (tetrahydrofuran), C(C)(C)(C)Cl (t-butyl chloride). Solvent: CCCCCC (hexane). Procedure details: 12.2 g (0.5 mol) magnesium was introduced into a 500 mL four-neck flask equipped with a reflux condenser, addition funnel, thermometer, and stirring rod. After drying under a nitrogen atmosphere, the tert-butyl Grignard reagent was prepared by the addition of 250 mL tetrahydrofuran and 46.3 g (0.5 mol) t-butyl chloride with stirring. To this was added 0.45 g (0.005 mol) copper cyanide at room temperature, and 126.6 g (0.5 mol) diphenyldichlorosilane was then dripped in while stirring. The system... Yield: 74.9%. The reagents and catalysts are [Cu](C#N)C#N (copper cyanide). Reaction SMILES: [Mg].O1CCCC1.[C:7](Cl)([CH3:10])([CH3:9])[CH3:8].[C:12]1([Si:18]([C:21]2[CH:26]=[CH:25][CH:24]=[CH:23][CH:22]=2)(Cl)[Cl:19])[CH:17]=[CH:16][CH:15]=[CH:14][CH:13]=1>[Cu](C#N)C#N.CCCCCC>[C:7]([Si:18]([C:21]1[CH:22]=[CH:23][CH:24]=[CH:25][CH:26]=1)([C:12]1[CH:17]=[CH:16][CH:15]=[CH:14][CH:13]=1)[Cl:19])([CH3:10])([CH3:9])[CH3:8].